This data is from the Open Reaction Database (ORD), a public repository of structured organic reaction records. The task is: describe an organic reaction: reactants, conditions, products, and yield Reactants: CN(C=O)C (N,N-dimethylformamide), C(C(=O)Cl)(=O)Cl (oxalyl chloride), C(C=C)OC(=O)OCC1=C(C(=O)O)C=C(C=C1)C#N (2-[(Allyloxycarbonyl)oxymethyl]-5-cyanobenzoic acid). The solvent is C1(=CC=CC=C1)C (toluene), ClCCl (dichloromethane). Run at time 1 hour. The product is C(C=C)OC(=O)OCC1=C(C(=O)Cl)C=C(C=C1)C#N (2-[(allyloxycarbonyl)oxymethyl]-5-cyanobenzoyl chloride). RXN SMILES: [CH2:1]([O:4][C:5]([O:7][CH2:8][C:9]1[CH:17]=[CH:16][C:15]([C:18]#[N:19])=[CH:14][C:10]=1[C:11](O)=[O:12])=[O:6])[CH:2]=[CH2:3].CN(C)C=O.C(Cl)(=O)C([Cl:28])=O>ClCCl.C1(C)C=CC=CC=1>[CH2:1]([O:4][C:5]([O:7][CH2:8][C:9]1[CH:17]=[CH:16][C:15]([C:18]#[N:19])=[CH:14][C:10]=1[C:11]([Cl:28])=[O:12])=[O:6])[CH:2]=[CH2:3]. Reported procedure: 2-[(Allyloxycarbonyl)oxymethyl]-5-cyanobenzoic acid (1.6 g, 6.12 mmol) obtained from Example 33-(2) was dissolved in dichloromethane (40 ml), and N,N-dimethylformamide (0.05 ml) and oxalyl chloride (2 g) were added thereto. The mixture was stirred at room temperature for 1 hour, then diluted with toluene, and the solvent was distilled off under reduced pressure to give crude 2-[(allyloxycarbonyl)oxymethyl]-5-cyanobenzoyl chloride. Reactants: Cl.C(C)(=O)NC=1C(CC(C(=O)OC)=CC1)=CNNC=NN (methyl 4-acetylamino-3-{[(aminoiminomethyl)hydrazino]methylene}benzoate hydrochloride), [OH-].[Na+] (sodium hydroxide). Run at time 24 hour. Yields the product O.O.C(C)(=O)NC=1C(CC(C(=O)O)=CC1)=CNNC=NN (4-Acetylamino-3-{[(aminoiminomethyl)hydrazino]methylene}benzoic acid dihydrate). The yield is 160.1%. As a reaction SMILES: Cl.[C:2]([NH:5][C:6]1[C:7](=[CH:16][NH:17][NH:18][CH:19]=[N:20][NH2:21])[CH2:8][C:9](=[CH:14][CH:15]=1)[C:10]([O:12]C)=[O:11])(=[O:4])[CH3:3].[OH-:22].[Na+]>>[OH2:4].[OH2:22].[C:2]([NH:5][C:6]1[C:7](=[CH:16][NH:17][NH:18][CH:19]=[N:20][NH2:21])[CH2:8][C:9](=[CH:14][CH:15]=1)[C:10]([OH:12])=[O:11])(=[O:4])[CH3:3] |f:0.1,2.3,4.5.6|. Reported procedure: A mixture of methyl 4-acetylamino-3-{[(aminoiminomethyl)hydrazino]methylene}benzoate hydrochloride (0.54 g, 0.0017 mol) and 1N sodium hydroxide (5.0 mL, 0.005 mol) was stirred at room temperature for 24 h. After filtration, the mixture was neutralized with concentrated hydrochloric acid. The precipitate was collected by filtration, washed with water, and dried over toluene under vacuum to give 0.41 g (80%) of the title compound as a white powder, mp 326°-327° C. Starting materials: C(C)C1C(C(CCC1)C)=O (2-ethyl-6-methyl-cyclohexanon), CC(COC)N (1-methyl-2-methoxy-ethylamine). The reagents and catalysts are [Ti](Cl)(Cl)(Cl)Cl (titanium tetrachloride). Solvent: C1(=CC=CC=C1)C (toluene), C1(=CC=CC=C1)C (toluene), CCOCC (ether). The product is C(C)C1C(C(CCC1)C)=NC(COC)C (2-ethyl-6-methyl-N-(1-methyl-2-methoxy-ethyl)-cyclohexylidene-amine). Yield: 50.2%. As a reaction SMILES: [CH2:1]([CH:3]1[CH2:8][CH2:7][CH2:6][CH:5]([CH3:9])[C:4]1=O)[CH3:2].[CH3:11][CH:12]([NH2:16])[CH2:13][O:14][CH3:15]>C1(C)C=CC=CC=1.CCOCC.[Ti](Cl)(Cl)(Cl)Cl>[CH2:1]([CH:3]1[CH2:8][CH2:7][CH2:6][CH:5]([CH3:9])[C:4]1=[N:16][CH:12]([CH3:11])[CH2:13][O:14][CH3:15])[CH3:2]. Procedure details: 163 g of titanium tetrachloride in 800 ml of toluene were added dropwise to a solution of 229 g (1,64 mole) of 2-ethyl-6-methyl-cyclohexanon and 435 g (4,9 mole) of 1-methyl-2-methoxy-ethylamine in 1000 ml toluene and 110 ml of ether over a period of two hours with stirring and at a temperature of between 0°-10°C. After distilling off the ether the reaction mixture was refluxed for 61/2 hours. After cooling the precipitate was filtered off and the filtrate concentrated in a rotary evaporator at ...